This data is from the Open Reaction Database (ORD), a public repository of structured organic reaction records. The task is: describe an organic reaction: reactants, conditions, products, and yield Starting materials: Br, Cc1nn(-c2c(Cl)cc(C(F)(F)F)cc2Cl)nc1CO, O, O=S(=O)(O)O. Yields the product Cc1nn(-c2c(Cl)cc(C(F)(F)F)cc2Cl)nc1CBr. RXN SMILES: [BrH:21].[Cl:1][c:2]1[c:3](-[n:13]2[n:14][c:15]([CH3:20])[c:16]([CH2:18][OH:19])[n:17]2)[c:4]([Cl:12])[cH:5][c:6]([C:8]([F:9])([F:10])[F:11])[cH:7]1.[OH2:27].[S:22](=[O:23])(=[O:24])([OH:25])[OH:26]>>[Cl:1][c:2]1[c:3](-[n:13]2[n:14][c:15]([CH3:20])[c:16]([CH2:18][Br:21])[n:17]2)[c:4]([Cl:12])[cH:5][c:6]([C:8]([F:9])([F:10])[F:11])[cH:7]1. Reactants: OC=1C=CC=C2C=CC=NC12 (8-Hydroxyquinoline), C(C)(C)(C)OC(=O)N1CC=2N(C3=CC(=CC=C3C2CC1)Br)C (tert-Butyl-7-bromo-9-methyl-3,4-dihydro-1H-pyrido[3,4-b]indole-2(9H)-carboxylate), N=1C(=CN2C1C=CC=C2)COC2=CC(NC=C2)=O (4-(imidazo[1,2-a]pyridin-2-ylmethoxy)pyridine-2(1H)-one), C(=O)([O-])[O-].[Cs+].[Cs+] (Cs2CO3). Reagents/catalysts: [Cu](I)I (copper iodide). The solvent is CS(=O)C (DMSO). Reaction conditions: temperature 130 celsius, time 15 minute. The product is C(C)(C)(C)OC(=O)N1CC=2N(C3=CC(=CC=C3C2CC1)N1C(C=C(C=C1)OCC=1N=C2N(C=CC=C2)C1)=O)C (tert-Butyl-7-(4-(imidazo[1,2-a]pyridin-2-ylmethoxy)-2-oxopyridin-1(2H)-yl)-9-methyl-3,4-dihydro-1H-pyrido[3,4-b]indole-2(9H)-carboxylate). The yield is 40.3%. As a reaction SMILES: [C:1]([O:5][C:6]([N:8]1[CH2:20][CH2:19][C:18]2[C:17]3[C:12](=[CH:13][C:14](Br)=[CH:15][CH:16]=3)[N:11]([CH3:22])[C:10]=2[CH2:9]1)=[O:7])([CH3:4])([CH3:3])[CH3:2].[N:23]1[C:24]([CH2:32][O:33][C:34]2[CH:39]=[CH:38][NH:37][C:36](=[O:40])[CH:35]=2)=[CH:25][N:26]2[CH:31]=[CH:30][CH:29]=[CH:28][C:27]=12.C([O-])([O-])=O.[Cs+].[Cs+].OC1C=CC=C2C=1N=CC=C2>CS(C)=O.[Cu](I)I>[C:1]([O:5][C:6]([N:8]1[CH2:20][CH2:19][C:18]2[C:17]3[C:12](=[CH:13][C:14]([N:37]4[CH:38]=[CH:39][C:34]([O:33][CH2:32][C:24]5[N:23]=[C:27]6[CH:28]=[CH:29][CH:30]=[CH:31][N:26]6[CH:25]=5)=[CH:35][C:36]4=[O:40])=[CH:15][CH:16]=3)[N:11]([CH3:22])[C:10]=2[CH2:9]1)=[O:7])([CH3:4])([CH3:3])[CH3:2] |f:2.3.4|. Reported procedure: tert-Butyl-7-bromo-9-methyl-3,4-dihydro-1H-pyrido[3,4-b]indole-2(9H)-carboxylate (0.328 g, 0.898 mmol), 4-(imidazo[1,2-a]pyridin-2-ylmethoxy)pyridine-2(1H)-one (0.240 g, 0.998 mmol) and Cs2CO3 (0.358 g, 1.09 mmol) were suspended in DMSO (4.0 mL), and argon was bubbled through the system for 10 minutes. 8-Hydroxyquinoline (43.4 mg, 0.299 mmol) and copper iodide (228 mg, 1.20 mmol) were added, and resulting suspension was placed under vacuum for 15 min. The system was flushed with argon. The evacu... Starting materials: C1CCOC1, CC(C)(C)[O-], O=S(=O)(CCl)c1cccc2ccccc12, O=[N+]([O-])c1ccc(OCCCCCl)cc1, Cl, [K+]. Yields the product O=[N+]([O-])c1ccc(OCCCCCl)cc1CS(=O)(=O)c1cccc2ccccc12. Reaction SMILES: [CH2:38]1[O:39][CH2:40][CH2:41][CH2:42]1.[CH3:31][C:32]([CH3:33])([O-:34])[CH3:35].[Cl:16][CH2:17][S:18](=[O:19])(=[O:20])[c:21]1[cH:22][cH:23][cH:24][c:25]2[cH:26][cH:27][cH:28][cH:29][c:30]12.[Cl:1][CH2:2][CH2:3][CH2:4][CH2:5][O:6][c:7]1[cH:8][cH:9][c:10]([N+:13](=[O:14])[O-:15])[cH:11][cH:12]1.[ClH:37].[K+:36]>>[Cl:1][CH2:2][CH2:3][CH2:4][CH2:5][O:6][c:7]1[cH:8][c:9]([CH2:17][S:18](=[O:19])(=[O:20])[c:21]2[cH:22][cH:23][cH:24][c:25]3[cH:26][cH:27][cH:28][cH:29][c:30]23)[c:10]([N+:13](=[O:14])[O-:15])[cH:11][cH:12]1. Product: CN1CCN(CC1)C(=O)N.C(C)(C)(C)OC(=O)N1CCC(CC1)(C(=O)O)C1=CC=CC=C1 (1-tert-butoxycarbonyl-4-phenyl-piperidine-4-carboxylic acid 4-methylpiperazine-amide). Procedure: Combine 1-tert-butoxycarbonyl-4-phenyl-piperidine-4-carboxylic acid (14.5 g, 47.5 mmol) and N-methylpiperazine (12 mL, 108 mmol) in dichloromethane (450 mL), Add HOBt (8.0 g), EDC (11.2 g). After 18 hours, evaporate in vacuo to give a residue, dissolve the residue in ethyl acetate, and extract repeatedly with water. Dry the organic layer over MgSO4, filter, and concentrate in vacuo to give 1-tert-butoxycarbonyl-4-phenyl-piperidine-4-carboxylic acid 4-methylpiperazine-amide: Rf =0.33 (6% methanol... Reaction conditions: time 18 hour. Solvent: ClCCl (dichloromethane), C(C)(=O)OCC (ethyl acetate). Reaction SMILES: [C:1]([O:5][C:6]([N:8]1[CH2:13][CH2:12][C:11]([C:17]2[CH:22]=[CH:21][CH:20]=[CH:19][CH:18]=2)([C:14]([OH:16])=[O:15])[CH2:10][CH2:9]1)=[O:7])([CH3:4])([CH3:3])[CH3:2].[CH3:23][N:24]1[CH2:29][CH2:28][NH:27][CH2:26][CH2:25]1.C1C=CC2N(O)N=NC=2C=1.C(Cl)CCl>ClCCl.C(OCC)(=O)C>[CH3:23][N:24]1[CH2:29][CH2:28][N:27]([C:6]([NH2:8])=[O:5])[CH2:26][CH2:25]1.[C:1]([O:5][C:6]([N:8]1[CH2:13][CH2:12][C:11]([C:17]2[CH:22]=[CH:21][CH:20]=[CH:19][CH:18]=2)([C:14]([OH:16])=[O:15])[CH2:10][CH2:9]1)=[O:7])([CH3:4])([CH3:2])[CH3:3] |f:6.7|. Starting materials: C(C)(C)(C)OC(=O)N1CCC(CC1)(C(=O)O)C1=CC=CC=C1 (1-tert-butoxycarbonyl-4-phenyl-piperidine-4-carboxylic acid), CN1CCNCC1 (N-methylpiperazine), C=1C=CC2=C(C1)N=NN2O (HOBt), C(CCl)Cl (EDC).